From a dataset of the Open Reaction Database (ORD), a public repository of structured organic reaction records. describe an organic reaction: reactants, conditions, products, and yield Reactants: C[O-], CO, ClCc1ccccc1, [Na+], O, Oc1c(-c2ccccc2)n[nH]c1-c1ccccc1. The product is c1ccc(COc2c(-c3ccccc3)n[nH]c2-c2ccccc2)cc1. RXN SMILES: [CH3:19][O-:20].[CH3:22][OH:23].[Cl:24][CH2:25][c:26]1[cH:27][cH:28][cH:29][cH:30][cH:31]1.[Na+:21].[OH2:32].[c:1]1(-[c:7]2[n:8][nH:9][c:10](-[c:13]3[cH:14][cH:15][cH:16][cH:17][cH:18]3)[c:11]2[OH:12])[cH:2][cH:3][cH:4][cH:5][cH:6]1>>[c:1]1(-[c:7]2[n:8][nH:9][c:10](-[c:13]3[cH:14][cH:15][cH:16][cH:17][cH:18]3)[c:11]2[O:12][CH2:25][c:26]2[cH:27][cH:28][cH:29][cH:30][cH:31]2)[cH:2][cH:3][cH:4][cH:5][cH:6]1. Starting materials: COC(=O)c1c(C(=O)OC)c(-c2ccc(OC)cc2)c2c3c(ccc2c1OC)OCO3, CCO, [Na+], [OH-]. Product: COc1ccc(-c2c3c(c(OC)c4ccc5c(c24)OCO5)C(=O)OC3=O)cc1. As a reaction SMILES: [CH3:1][O:2][c:3]1[c:4]2[cH:5][cH:6][c:7]3[c:8]([c:12]2[c:13](-[c:24]2[cH:25][cH:26][c:27]([O:30][CH3:31])[cH:28][cH:29]2)[c:14]([C:20]([O:22][CH3:21])=[O:23])[c:15]1[C:16](=[O:17])[O:18][CH3:19])[O:9][CH2:10][O:11]3.[CH3:34][CH2:35][OH:36].[Na+:33].[OH-:32]>>[CH3:1][O:2][c:3]1[c:4]2[cH:5][cH:6][c:7]3[c:8]([c:12]2[c:13](-[c:24]2[cH:25][cH:26][c:27]([O:30][CH3:31])[cH:28][cH:29]2)[c:14]2[c:15]1[C:16](=[O:17])[O:18][C:20]2=[O:22])[O:9][CH2:10][O:11]3. Reactants: C1(CCCCC1)C=1N=C(SC1)NC(=O)C(=O)OCC (Ethyl 4-cyclohexylthiazol-2-ylcarbamoylcarboxylate), O (water), C([O-])([O-])=O.[K+].[K+] (potassium carbonate). Run in C(Cl)(Cl)Cl (chloroform). Conditions: time 10 minute. Yields the product C1(CCCCC1)C=1N=C(SC1)NC(=O)C(=O)O (4-Cyclohexylthiazol-2-ylcarbamoylcarboxylic Acid). As a reaction SMILES: [CH:1]1([C:7]2[N:8]=[C:9]([NH:12][C:13]([C:15]([O:17]CC)=[O:16])=[O:14])[S:10][CH:11]=2)[CH2:6][CH2:5][CH2:4][CH2:3][CH2:2]1.O.C(=O)([O-])[O-].[K+].[K+]>C(Cl)(Cl)Cl>[CH:1]1([C:7]2[N:8]=[C:9]([NH:12][C:13]([C:15]([OH:17])=[O:16])=[O:14])[S:10][CH:11]=2)[CH2:2][CH2:3][CH2:4][CH2:5][CH2:6]1 |f:2.3.4|. Procedure: Ethyl 4-cyclohexylthiazol-2-ylcarbamoylcarboxylate (1.41 g., 5 mmole) was combined with 40 ml. of water and 5 ml. of 1 N potassium carbonate (1 equivalent, 2.5 mmole) was heated on a steam bath for 15 minutes. After 10 minutes, tlc (chloroform-1% ethanol) indicated hydrolysis was almost complete. The hot reaction mixture was clarified by filtration, cooled in an ice-water bath and acidified with 10.5 ml. of 1 N hydrochloric acid. Product (1.02 g.) was recovered by filtration. Recrystallization f... Starting materials: Cc1ccc(C2(O)CCN(CCCC(O)c3ccc(F)cc3)CC2)cc1, O=[Cr](=O)=O, O, c1ccncc1. The product is Cc1ccc(C2(O)CCN(CCCC(=O)c3ccc(F)cc3)CC2)cc1. Reaction SMILES: [F:11][c:12]1[cH:13][cH:14][c:15]([CH:18]([CH2:19][CH2:20][CH2:21][N:22]2[CH2:23][CH2:24][C:25]([c:28]3[cH:29][cH:30][c:31]([CH3:34])[cH:32][cH:33]3)([OH:35])[CH2:26][CH2:27]2)[OH:36])[cH:16][cH:17]1.[O:1]=[Cr:2](=[O:3])=[O:4].[OH2:37].[cH:5]1[cH:6][cH:7][n:8][cH:9][cH:10]1>>[F:11][c:12]1[cH:13][cH:14][c:15]([C:18]([CH2:19][CH2:20][CH2:21][N:22]2[CH2:23][CH2:24][C:25]([c:28]3[cH:29][cH:30][c:31]([CH3:34])[cH:32][cH:33]3)([OH:35])[CH2:26][CH2:27]2)=[O:36])[cH:16][cH:17]1. Reactants: ClC1=C(C=C2CC(C(C2=C1Cl)=O)(C)C1CCCC1)OCC(=O)O ((+) [(6,7-dichloro-2-cyclopentyl-2,3-dihydro-2-methyl-1-oxo-1H-inden-5-yl)-oxy]acetic acid), Cl.N1=CC=CC=C1 (pyridine hydrochloride). The solvent is ice water. Reaction conditions: time 1 hour. The product is ClC1=C(C=C2CC(C(C2=C1Cl)=O)(C)C1CCCC1)O ((+) 6,7-Dichloro-2-cyclopentyl-2,3-dihydro-5-hydroxy-2-methyl-1H-inden-1-one). As a reaction SMILES: [Cl:1][C:2]1[C:10]([Cl:11])=[C:9]2[C:5]([CH2:6][C:7]([CH:14]3[CH2:18][CH2:17][CH2:16][CH2:15]3)([CH3:13])[C:8]2=[O:12])=[CH:4][C:3]=1[O:19]CC(O)=O.Cl.N1C=CC=CC=1>>[Cl:1][C:2]1[C:10]([Cl:11])=[C:9]2[C:5]([CH2:6][C:7]([CH:14]3[CH2:18][CH2:17][CH2:16][CH2:15]3)([CH3:13])[C:8]2=[O:12])=[CH:4][C:3]=1[OH:19] |f:1.2|. Reported procedure: A 19.5 g. sample of (+) [(6,7-dichloro-2-cyclopentyl-2,3-dihydro-2-methyl-1-oxo-1H-inden-5-yl)-oxy]acetic acid is added to stirred molten (190° C.) pyridine hydrochloride, stirred for 1 hour then poured into ice water (800 ml). The (+)6,7-dichloro-2-cyclopentyl-2,3-dihydro--5-hydroxy-2-methyl-1H-inden-1-one, which separates is filtered, rinsed with water and dried. The reactants are C(C1=CC=CC=C1)N(C1CC(CCC1)C(=O)OC)CC1=CC=CC=C1 (methyl 3-dibenzylaminocyclohexanoate), C(C1=CC=CC=C1)N(C1CC(CCC1)C(=O)OCC1=CC=CC=C1)CC1=CC=CC=C1 (benzyl 3-dibenzylaminocyclohexanoate), [H-].[H-].[H-].[H-].[Li+].[Al+3] (LiAlH4). Run in C(C)OCC (diethyl ether). Reaction conditions: temperature 0 celsius, time 2 hour. The product is C(C1=CC=CC=C1)N(C1CC(CCC1)CO)CC1=CC=CC=C1 (3-Dibenzylaminocyclohexylmethanol). RXN SMILES: [CH2:1]([N:8]([CH2:19][C:20]1[CH:25]=[CH:24][CH:23]=[CH:22][CH:21]=1)[CH:9]1[CH2:14][CH2:13][CH2:12][CH:11]([C:15](OC)=[O:16])[CH2:10]1)[C:2]1[CH:7]=[CH:6][CH:5]=[CH:4][CH:3]=1.C(N(CC1C=CC=CC=1)C1CCCC(C(OCC2C=CC=CC=2)=O)C1)C1C=CC=CC=1.[H-].[H-].[H-].[H-].[Li+].[Al+3]>C(OCC)C>[CH2:19]([N:8]([CH2:1][C:2]1[CH:7]=[CH:6][CH:5]=[CH:4][CH:3]=1)[CH:9]1[CH2:14][CH2:13][CH2:12][CH:11]([CH2:15][OH:16])[CH2:10]1)[C:20]1[CH:21]=[CH:22][CH:23]=[CH:24][CH:25]=1 |f:2.3.4.5.6.7|. Procedure: At 0° C., 23 g of a 1:3.5 mixture of methyl 3-dibenzylaminocyclohexanoate and benzyl 3-dibenzylaminocyclohexanoate were added dropwise to a suspension of 4.4 g of LiAlH4 in 250 ml of diethyl ether. The suspension was stirred at 0° C. for 2 h and then quenched using 2 ml of EtOAc, and 10 ml of 10N KOH were added. 50 g of MgSO4 were then added and the suspension was filtered. The residue was digested with EtOAc for 2 h and filtered again. The filtrate was concentrated, giving the product as an oil...